Dataset: the Open Reaction Database (ORD), a public repository of structured organic reaction records. Task: describe an organic reaction: reactants, conditions, products, and yield Reactants: Cc1cc(C)n2nc(N)c(-c3ccc(Cl)c(C)c3)c2n1, O=C(Cl)CCc1ccccc1, c1ccncc1. Product: Cc1cc(C)n2nc(NC(=O)CCc3ccccc3)c(-c3ccc(Cl)c(C)c3)c2n1. RXN SMILES: [Cl:12][c:13]1[c:14]([CH3:31])[cH:15][c:16](-[c:19]2[c:20]([NH2:30])[n:21][n:22]3[c:23]2[n:24][c:25]([CH3:29])[cH:26][c:27]3[CH3:28])[cH:17][cH:18]1.[c:1]1([CH2:7][CH2:8][C:9](=[O:10])[Cl:11])[cH:2][cH:3][cH:4][cH:5][cH:6]1.[cH:32]1[cH:33][cH:34][n:35][cH:36][cH:37]1>>[c:1]1([CH2:7][CH2:8][C:9](=[O:10])[NH:30][c:20]2[c:19](-[c:16]3[cH:15][c:14]([CH3:31])[c:13]([Cl:12])[cH:18][cH:17]3)[c:23]3[n:22]([n:21]2)[c:27]([CH3:28])[cH:26][c:25]([CH3:29])[n:24]3)[cH:2][cH:3][cH:4][cH:5][cH:6]1.